This data is from the Open Reaction Database (ORD), a public repository of structured organic reaction records. The task is: describe an organic reaction: reactants, conditions, products, and yield Reactants: BrC1=C(N=C2N1C=CC=C2OCC2=C(C(=CC=C2Cl)N(C)C(COC(C)=O)=O)Cl)C (3-bromo-8-[3-(N-acetoxyacetyl-N-methylamino)-2,6-dichlorobenzyloxy]-2-methylimidazo[1,2-a]pyridine), C([O-])([O-])=O.[K+].[K+] (potassium carbonate), CO (methanol). Run in O1CCCC1 (tetrahydrofuran). Run at time 1 hour. The product is BrC1=C(N=C2N1C=CC=C2OCC2=C(C(=CC=C2Cl)N(C)C(CO)=O)Cl)C (3-bromo-8-[2,6-dichloro-3-(N-glycoloyl-N-methylamino)benzyloxy]-2-methylimidazo[1,2-a]pyridine). The yield is 88.9%. Reaction SMILES: [Br:1][C:2]1[N:6]2[CH:7]=[CH:8][CH:9]=[C:10]([O:11][CH2:12][C:13]3[C:18]([Cl:19])=[CH:17][CH:16]=[C:15]([N:20]([C:22](=[O:28])[CH2:23][O:24]C(=O)C)[CH3:21])[C:14]=3[Cl:29])[C:5]2=[N:4][C:3]=1[CH3:30].C(=O)([O-])[O-].[K+].[K+].CO>O1CCCC1>[Br:1][C:2]1[N:6]2[CH:7]=[CH:8][CH:9]=[C:10]([O:11][CH2:12][C:13]3[C:18]([Cl:19])=[CH:17][CH:16]=[C:15]([N:20]([C:22](=[O:28])[CH2:23][OH:24])[CH3:21])[C:14]=3[Cl:29])[C:5]2=[N:4][C:3]=1[CH3:30] |f:1.2.3|. Reported procedure: A mixture of 3-bromo-8-[3-(N-acetoxyacetyl-N-methylamino)-2,6-dichlorobenzyloxy]-2-methylimidazo[1,2-a]pyridine (1.42 g), potassium carbonate (761 mg), methanol (7 ml) and tetrahydrofuran (7 ml) was stirred at ambient temperature for 1 hour. The mixture was partitioned between dichloromethane and water. The aqueous layer was extracted with dichloromethane twice. The combined organic layers were washed with brine, dried over magnesium sulfate and evaporated in vacuo. The residue was crystallized ... The reactants are CCOC(=O)c1cnc2ccc(Oc3ccccc3)cc2c1O, O=P(Cl)(Cl)Cl. Product: CCOC(=O)c1cnc2ccc(Oc3ccccc3)cc2c1Cl. As a reaction SMILES: [OH:1][c:2]1[c:3]([C:19](=[O:20])[O:21][CH2:22][CH3:23])[cH:4][n:5][c:6]2[cH:7][cH:8][c:9]([O:12][c:13]3[cH:14][cH:15][cH:16][cH:17][cH:18]3)[cH:10][c:11]12.[P:24]([Cl:25])([Cl:26])([Cl:27])=[O:28]>>[c:2]1([Cl:26])[c:3]([C:19](=[O:20])[O:21][CH2:22][CH3:23])[cH:4][n:5][c:6]2[cH:7][cH:8][c:9]([O:12][c:13]3[cH:14][cH:15][cH:16][cH:17][cH:18]3)[cH:10][c:11]12. Starting materials: ClC1=CC=C(C=C1)C1=NC=2C(=NC=CC2)N1CC(=O)O (2-(4-chlorophenyl)-3H-imidazo[4,5-b]pyridine-3-acetic acid), S(O)(O)(=O)=O (sulfuric acid), CO (methanol), S(O)(O)(=O)=O (sulfuric acid), CO (methanol). Reaction conditions: time 12 hour. The product is COC(CN1C(=NC=2C1=NC=CC2)C2=CC=C(C=C2)Cl)=O (2-(4-Chlorophenyl)-3H-imidazo[4,5-b]pyridine-3-acetic acid methyl ester). Yield: 56.0%. Reaction SMILES: [Cl:1][C:2]1[CH:7]=[CH:6][C:5]([C:8]2[N:16]([CH2:17][C:18]([OH:20])=[O:19])[C:11]3=[N:12][CH:13]=[CH:14][CH:15]=[C:10]3[N:9]=2)=[CH:4][CH:3]=1.S(=O)(=O)(O)O.[CH3:26]O>>[CH3:26][O:19][C:18](=[O:20])[CH2:17][N:16]1[C:11]2=[N:12][CH:13]=[CH:14][CH:15]=[C:10]2[N:9]=[C:8]1[C:5]1[CH:6]=[CH:7][C:2]([Cl:1])=[CH:3][CH:4]=1. Reported procedure: A solution of 2-(4-chlorophenyl)-3H-imidazo[4,5-b]pyridine-3-acetic acid (3.1 g, 0.1011 mole), methanol (100 ml) and concentrated sulfuric acid (3 ml) was refluxed overnight under a Dean-Stark trap. Another 2 ml of concentrated sulfuric acid and methanol (50 ml) was added and reflux continued for 12 hr. The methanol was evaporated, water (50 ml) was added, and sodium bicarbonate (solid) added until basic. The mixture was extracted with ethyl acetate (3×25 ml). The combined ethyl acetate extracts... Starting materials: O=C(CC(=O)OCC)C1=C(C(=C(C(=C1)F)F)OC)F (ethyl 3-oxo-3-(2,4,5-trifluoro-3-methoxyphenyl)propanoate), C(C)(=O)OC(C)=O (acetic anhydride), FC(CN)(F)F (2,2,2-trifluoro-1-aminoethane), ice. Yields the product FC(CNC=C(C(=O)OCC)C(C1=C(C(=C(C(=C1)F)F)OC)F)=O)(F)F (Ethyl 3-[(2,2,2-trifluoroethyl)amino]-2-(2,4,5-trifluoro-3-methoxybenzoyl)acrylate). Reaction SMILES: [O:1]=[C:2]([C:9]1[CH:14]=[C:13]([F:15])[C:12]([F:16])=[C:11]([O:17][CH3:18])[C:10]=1[F:19])[CH2:3][C:4]([O:6][CH2:7][CH3:8])=[O:5].[C:20](OC(=O)C)(=O)C.[F:27][C:28]([F:32])([F:31])[CH2:29][NH2:30]>>[F:27][C:28]([F:32])([F:31])[CH2:29][NH:30][CH:20]=[C:3]([C:2](=[O:1])[C:9]1[CH:14]=[C:13]([F:15])[C:12]([F:16])=[C:11]([O:17][CH3:18])[C:10]=1[F:19])[C:4]([O:6][CH2:7][CH3:8])=[O:5]. Procedure: 2.00 g (5.79 mmol) of ethyl 3-oxo-3-(2,4,5-trifluoro-3-methoxyphenyl)propanoate are stirred in 3.8 ml (4.14 g, 40.55 mmol) of acetic anhydride and 4.82 ml (4.29 g, 28.96 mmol) of thriethylorthoformate for 2 h under reflux. The solvent is then completely removed on a rotary evaporator and the residue is dissolved in 10 ml of ethanol. 1.03 g (10.43 mmol) of 2,2,2-trifluoro-1-aminoethane are added dropwise to the ice cold solution, the mixture is brought to room temperature and stirred over night a... The reactants are [H-].[Na+] (sodium hydride), C(C)OC(=O)C1=C(C=2C(NCCC2N1)=O)C(F)(F)F (3-trifluoromethyl-4-oxo-4,5,6,7-tetrahydro-1H-pyrrolo[3,2-c]pyridine-2-carboxylic acid ethyl ester), Br.BrCCN(CC)CC ((2-bromo-ethyl)-diethyl-amine hydrobromide). Solvent: CN(C=O)C (N,N-dimethylformamide), CN(C=O)C (N,N-dimethylformamide). Reaction conditions: temperature 0 celsius, time 8 hour. The product is C(C)OC(=O)C1=C(C=2C(N(CCC2N1)CCN(CC)CC)=O)C(F)(F)F (5-(2-diethylamino-ethyl)-3-trifluoromethyl-4-oxo-4,5,6,7-tetrahydro-1H-pyrrolo[3,2-c]pyridine-2-carboxylic acid ethyl ester). Isolated yield 28.3%. As a reaction SMILES: [CH2:1]([O:3][C:4]([C:6]1[NH:14][C:13]2[CH2:12][CH2:11][NH:10][C:9](=[O:15])[C:8]=2[C:7]=1[C:16]([F:19])([F:18])[F:17])=[O:5])[CH3:2].[H-].[Na+].Br.Br[CH2:24][CH2:25][N:26]([CH2:29][CH3:30])[CH2:27][CH3:28]>CN(C)C=O>[CH2:1]([O:3][C:4]([C:6]1[NH:14][C:13]2[CH2:12][CH2:11][N:10]([CH2:24][CH2:25][N:26]([CH2:29][CH3:30])[CH2:27][CH3:28])[C:9](=[O:15])[C:8]=2[C:7]=1[C:16]([F:18])([F:19])[F:17])=[O:5])[CH3:2] |f:1.2,3.4|. Procedure details: A stirred mixture of 3-trifluoromethyl-4-oxo-4,5,6,7-tetrahydro-1H-pyrrolo[3,2-c]pyridine-2-carboxylic acid ethyl ester (2.6 g, 9.4 mmol) in 40 ml of N,N-dimethylformamide was cooled down to 0° C. in an ice-water bath, added with sodium hydride slowly. Upon the completion of the addition, the reaction mixture was cooled down to −30˜−40° C. and added with (2-bromo-ethyl)-diethyl-amine hydrobromide (2.95 g, 11.3 mmol) in 15 ml of N,N-dimethylformamide. The reaction mixture was stirred at room temp... Reactants: compound, O.NN (hydrazine monohydrate), ClC(=O)OCC(C)C (isobutyl chloroformate), C1(=CC=CC=C1)CCC(=O)O (3-Phenylpropionic acid), C(O)([O-])=O.[Na+] (sodium hydrogencarbonate). Solvent: O1CCCC1 (tetrahydrofuran), C(C)N(CC)CC (triethylamine), O1CCCC1 (tetrahydrofuran), C(C)(=O)OCC (ethyl acetate). Reaction conditions: time 1 hour. Yields the product C1(=CC=CC=C1)C(C(=O)N)C (phenylpropionamide). As a reaction SMILES: [C:1]1([CH2:7][CH2:8]C(O)=O)[CH:6]=[CH:5][CH:4]=[CH:3][CH:2]=1.ClC([O:15][CH2:16]C(C)C)=O.O.[NH2:21]N.C(=O)([O-])O.[Na+]>O1CCCC1.C(OCC)(=O)C.C(N(CC)CC)C>[C:1]1([CH:7]([CH3:8])[C:16]([NH2:21])=[O:15])[CH:2]=[CH:3][CH:4]=[CH:5][CH:6]=1 |f:2.3,4.5|. Procedure: 3-Phenylpropionic acid (12 mg) was dissolved in tetrahydrofuran (2 ml), and triethylamine (12 μl) and isobutyl chloroformate (11 μl) were added to the solution under ice cooling. The reaction mixture was stirred at the same temperature for 1 hour, and then a solution of the compound obtained in Example 190, (1) in tetrahydrofuran (1 ml) was slowly added dropwise to the reaction mixture at −78° C. The reaction mixture was gradually warmed to room temperature, and stirred overnight. Then, ethyl ac... Starting materials: ClC1=C(C=NC=C1C#N)F (4-chloro-5-fluoro-nicotinonitrile), Cl.C(C)OC(CN)=O (glycine ethyl ester hydrochloride), C(O)([O-])=O.[Na+] (sodium hydrogencarbonate). Conditions: time 18 hour. Yield: 45.8%. Reaction SMILES: Cl[C:2]1[C:7]([C:8]#[N:9])=[CH:6][N:5]=[CH:4][C:3]=1[F:10].Cl.[CH2:12]([O:14][C:15](=[O:18])[CH2:16][NH2:17])[CH3:13].C(=O)([O-])O.[Na+]>>[CH2:12]([O:14][C:15]([C:16]1[NH:17][C:2]2[C:3]([F:10])=[CH:4][N:5]=[CH:6][C:7]=2[C:8]=1[NH2:9])=[O:18])[CH3:13] |f:1.2,3.4|. The solvent is IMS. Procedure details: A mixture of 4-chloro-5-fluoro-nicotinonitrile (3.5 g, 22.4 mmol), glycine ethyl ester hydrochloride (9.4 g, 67.1 mmol) and sodium hydrogencarbonate (11.3 g, 134.2 mmol) in IMS (60 mL) was stirred at reflux for 18 hours. The reaction was then cooled to room temperature and partitioned between water and ethyl acetate. The organic layer was separated and washed with water and brine, dried over sodium sulphate, filtered and concentrated to give a solid which was triturated in diethyl ether. The mix... Yields the product C(C)OC(=O)C1=C(C=2C=NC=C(C2N1)F)N (3-Amino-7-fluoro-1H-pyrrolo[3,2-c]pyridine-2-carboxylic acid ethyl ester). The reactants are C(C)N(CC)CC1=C(C(=C2C(=N1)SC=1CNCCC12)C1=CC(=C(C=C1)OC)OC)C(=O)OCC (ethyl 2-(N,N-diethylaminomethyl)-4-(3,4-dimethoxyphenyl)-5,6,7,8-tetrahydrothieno-[2,3-b:5,4-c']dipyridine-3-carboxylate), C1(=CC=CC=C1)N=C=O (phenyl isocyanate). The solvent is O1CCCC1 (tetrahydrofuran). Reaction conditions: time 3 hour. The product is C(C)N(CC)CC1=C(C(=C2C(=N1)SC=1CN(CCC12)C(NC1=CC=CC=C1)=O)C1=CC(=C(C=C1)OC)OC)C(=O)OCC (ethyl 2-(N,N-diethylaminomethyl)-4-(3,4-dimethoxyphenyl)-7-phenylcarbamoyl-5,6,7,8-tetrahydrothieno[2,3-b:5,4-c']dipyridine-3-carboxylate). The yield is 88.3%. Reaction SMILES: [CH2:1]([N:3]([CH2:6][C:7]1[N:12]=[C:11]2[S:13][C:14]3[CH2:15][NH:16][CH2:17][CH2:18][C:19]=3[C:10]2=[C:9]([C:20]2[CH:25]=[CH:24][C:23]([O:26][CH3:27])=[C:22]([O:28][CH3:29])[CH:21]=2)[C:8]=1[C:30]([O:32][CH2:33][CH3:34])=[O:31])[CH2:4][CH3:5])[CH3:2].[C:35]1([N:41]=[C:42]=[O:43])[CH:40]=[CH:39][CH:38]=[CH:37][CH:36]=1>O1CCCC1>[CH2:4]([N:3]([CH2:6][C:7]1[N:12]=[C:11]2[S:13][C:14]3[CH2:15][N:16]([C:42](=[O:43])[NH:41][C:35]4[CH:40]=[CH:39][CH:38]=[CH:37][CH:36]=4)[CH2:17][CH2:18][C:19]=3[C:10]2=[C:9]([C:20]2[CH:25]=[CH:24][C:23]([O:26][CH3:27])=[C:22]([O:28][CH3:29])[CH:21]=2)[C:8]=1[C:30]([O:32][CH2:33][CH3:34])=[O:31])[CH2:1][CH3:2])[CH3:5]. Procedure: A mixture of the compound obtained in Example 5A (1.0 g), phenyl isocyanate (0.27 g) and tetrahydrofuran (20 ml) was stirred at room temperature for 3 hours, after which it was concentrated under reduced pressure. The residue was subjected to silica gel column chromatography and eluted with ethyl acetate-hexane-methanol (20:20:1, v/v) to yield ethyl 2-(N,N-diethylaminomethyl)-4-(3,4-dimethoxyphenyl)-7-phenylcarbamoyl-5,6,7,8-tetrahydrothieno[2,3-b:5,4-c']dipyridine-3-carboxylate (for structural ... Starting materials: FC(C1=C2CCNC(C2=CC=C1)=O)(F)F (5-trifluoromethyl-3,4-dihydro-2H-isoquinolin-1-one), IC=1C=NC=CC1C (3-iodo-4-methyl-pyridine), trans-N,N′-dimethyl-cyclohexyl-1,2-diamine, P(=O)([O-])([O-])[O-].[K+].[K+].[K+] (potassium phosphate). The reagents and catalysts are [Cu](I)I (copper iodide). The solvent is O1CCOCC1 (1,4-dioxane). Yields the product CC1=C(C=NC=C1)N1C(C2=CC=CC(=C2CC1)C(F)(F)F)=O (2-(4-Methyl-pyridin-3-yl)-5-trifluoromethyl-3,4-dihydro-2H-isoquinolin-1-one). Yield: 24.2%. As a reaction SMILES: [F:1][C:2]([F:15])([F:14])[C:3]1[CH:12]=[CH:11][CH:10]=[C:9]2[C:4]=1[CH2:5][CH2:6][NH:7][C:8]2=[O:13].I[C:17]1[CH:18]=[N:19][CH:20]=[CH:21][C:22]=1[CH3:23].P([O-])([O-])([O-])=O.[K+].[K+].[K+]>[Cu](I)I.O1CCOCC1>[CH3:23][C:22]1[CH:21]=[CH:20][N:19]=[CH:18][C:17]=1[N:7]1[CH2:6][CH2:5][C:4]2[C:9](=[CH:10][CH:11]=[CH:12][C:3]=2[C:2]([F:1])([F:14])[F:15])[C:8]1=[O:13] |f:2.3.4.5|. Procedure: Using analogous reaction conditions as described in Example 1, 5-trifluoromethyl-3,4-dihydro-2H-isoquinolin-1-one (I-22d: 0.090 g, 0.4186 mmol) was reacted with 3-iodo-4-methyl-pyridine (0.091 g, 0.4186 mmol), 1,4-dioxane (10 mL), copper iodide (0.007 g, 0.04186 mmol), trans-N,N′-dimethyl-cyclohexyl-1,2-diamine (0.017 g, 0.1255 mmol) and potassium phosphate (0.221 g, 1.0465 mmol) to afford the crude product. Purification by column chromatography on silica gel (60% ethylacetate in hexane) afforde...